From a dataset of the Open Reaction Database (ORD), a public repository of structured organic reaction records. describe an organic reaction: reactants, conditions, products, and yield Starting materials: NC1=C(C(=NN1)NC1=CC=C(C=C1)NC(=O)OC(C)(C)C)C#N (5-amino-3-[4-(N-BOC-amino)-phenylamino]-4-cyano-pyrazole), C(C)OC(OCC)OCC (orthoformic acid triethyl ester). The solvent is C(C)O (ethanol). Reaction conditions: temperature 120 celsius. Yields the product C(=O)(OC(C)(C)C)NC1=CC=C(C=C1)NC1=NNC(=C1C#N)N=COCC (3-[4-(N-BOC-Amino)-phenylamino]-4-cyano-5-(ethoxy-methyleneamino)-pyrazole). RXN SMILES: [NH2:1][C:2]1[NH:6][N:5]=[C:4]([NH:7][C:8]2[CH:13]=[CH:12][C:11]([NH:14][C:15]([O:17][C:18]([CH3:21])([CH3:20])[CH3:19])=[O:16])=[CH:10][CH:9]=2)[C:3]=1[C:22]#[N:23].[CH2:24]([O:26][CH:27](OCC)OCC)[CH3:25]>C(O)C>[C:15]([NH:14][C:11]1[CH:10]=[CH:9][C:8]([NH:7][C:4]2[C:3]([C:22]#[N:23])=[C:2]([N:1]=[CH:27][O:26][CH2:24][CH3:25])[NH:6][N:5]=2)=[CH:13][CH:12]=1)([O:17][C:18]([CH3:20])([CH3:19])[CH3:21])=[O:16]. Reported procedure: With stirring, a mixture of 13.8 g (43.9 mmol) of 5-amino-3-[4-(N-BOC-amino)-phenylamino]-4-cyano-pyrazole and 138 ml of orthoformic acid triethyl ester is heated at 120° C. for 3 hours, care being taken to ensure that the ethanol formed in the course of the reaction is distilled off from the reaction mixture. Cooling to RT, filtering and washing the filter residue with ethanol yield the title compound; m.p. 180-182° C.